Dataset: the Open Reaction Database (ORD), a public repository of structured organic reaction records. Task: describe an organic reaction: reactants, conditions, products, and yield The reactants are CCOc1cc(CC(=O)NC(CC(C)C)c2ccccc2N2CCCCC2)ccc1C(=O)OC(C)(C)C, ClCCl, O=C(O)C(F)(F)F. The product is CCOc1cc(CC(=O)NC(CC(C)C)c2ccccc2N2CCCCC2)ccc1C(=O)O. As a reaction SMILES: [CH2:1]([CH3:2])[O:3][c:4]1[c:5]([C:6](=[O:7])[O:8][C:9]([CH3:10])([CH3:11])[CH3:12])[cH:13][cH:14][c:15]([CH2:17][C:18](=[O:19])[NH:20][CH:21]([CH2:22][CH:23]([CH3:24])[CH3:25])[c:26]2[c:27]([N:32]3[CH2:33][CH2:34][CH2:35][CH2:36][CH2:37]3)[cH:28][cH:29][cH:30][cH:31]2)[cH:16]1.[CH2:45]([Cl:46])[Cl:47].[OH:38][C:39]([C:40]([F:41])([F:42])[F:43])=[O:44]>>[CH2:1]([CH3:2])[O:3][c:4]1[c:5]([C:6](=[O:7])[OH:8])[cH:13][cH:14][c:15]([CH2:17][C:18](=[O:19])[NH:20][CH:21]([CH2:22][CH:23]([CH3:24])[CH3:25])[c:26]2[c:27]([N:32]3[CH2:33][CH2:34][CH2:35][CH2:36][CH2:37]3)[cH:28][cH:29][cH:30][cH:31]2)[cH:16]1.